Task: describe an organic reaction: reactants, conditions, products, and yield. Dataset: the Open Reaction Database (ORD), a public repository of structured organic reaction records Reactants: O=C1O[C@@H]([C@@H](N(C1)C(=O)OC(C)(C)C)C1=CC=CC=C1)C1=CC=CC=C1 (t-butyl (2R, 3S)-(-)-6-oxo-2,3-diphenyl-4-morpholinecarboxylate), C[Si](C=1C=C(CBr)C=CC1)(C)C (3-(trimethylsilyl)benzyl bromide), C1CCOC1 (THF), C[Si](C)(C)[N-][Si](C)(C)C.[Na+].C1CCOC1 (sodium bis(trimethylsilyl)amide THF). The solvent is O (water). Run at temperature -78 celsius, time 3.5 hour. Product: O=C1O[C@@H]([C@@H](N([C@H]1CC1=CC(=CC=C1)[Si](C)(C)C)C(=O)OC(C)(C)C)C1=CC=CC=C1)C1=CC=CC=C1 (tert-butyl (2R, 3S, 5S)-6-oxo-2,3-diphenyl-5-(3-(trimethylsilyl)benzyl)-4-morpholinecarboxylate). Yield: 85.7%. As a reaction SMILES: [O:1]=[C:2]1[CH2:7][N:6]([C:8]([O:10][C:11]([CH3:14])([CH3:13])[CH3:12])=[O:9])[C@@H:5]([C:15]2[CH:20]=[CH:19][CH:18]=[CH:17][CH:16]=2)[C@@H:4]([C:21]2[CH:26]=[CH:25][CH:24]=[CH:23][CH:22]=2)[O:3]1.[CH3:27][Si:28]([CH3:38])([CH3:37])[C:29]1[CH:30]=[C:31]([CH:34]=[CH:35][CH:36]=1)[CH2:32]Br.C1COCC1.C[Si]([N-][Si](C)(C)C)(C)C.[Na+].C1COCC1>O>[O:1]=[C:2]1[C@H:7]([CH2:32][C:31]2[CH:34]=[CH:35][CH:36]=[C:29]([Si:28]([CH3:27])([CH3:38])[CH3:37])[CH:30]=2)[N:6]([C:8]([O:10][C:11]([CH3:14])([CH3:13])[CH3:12])=[O:9])[C@@H:5]([C:15]2[CH:16]=[CH:17][CH:18]=[CH:19][CH:20]=2)[C@@H:4]([C:21]2[CH:22]=[CH:23][CH:24]=[CH:25][CH:26]=2)[O:3]1 |f:3.4.5|. Reported procedure: A dry 250 mL 3-necked flask equipped with a magnetic stirrer and a nitrogen inlet was charged with 2.08 g of t-butyl (2R, 3S)-(-)-6-oxo-2,3-diphenyl-4-morpholinecarboxylate (Aldrich), 1.43 g of 3-(trimethylsilyl)benzyl bromide (Yamakawa, T., et al, J. Med. Chem., 1990, 33, 1430), and 45 mL of anhydrous THF. The solution was cooled to -78° C. and was treated with 6.17 mL of 1 M sodium bis(trimethylsilyl)amide/THF (Aldrich) via syringe through a rubber septum. The solution was stirred at -78° C. f... Starting materials: ClC1=CC=C(CCl)C=C1 (4-chlorobenzyl chloride), BrC=1C=C(C=CC1)CC(C)=O (3-bromophenylacetone), BrC=1C=C(C=NC1)CC(C)=O (5-bromo-3-pyridylacetone). Yields the product BrC=1C=C(C=NC1)C(C(C)O)CC1=CC=C(C=C1)Cl (3-(5-Bromo-3-pyridyl)-4-(4-chlorophenyl)-2-butanol). RXN SMILES: [Cl:1][C:2]1[CH:9]=[CH:8][C:5]([CH2:6]Cl)=[CH:4][CH:3]=1.BrC1C=C(CC(=O)C)C=CC=1.[Br:21][C:22]1[CH:23]=[C:24]([CH2:28][C:29](=[O:31])[CH3:30])[CH:25]=[N:26][CH:27]=1>>[Br:21][C:22]1[CH:23]=[C:24]([CH:28]([CH2:6][C:5]2[CH:8]=[CH:9][C:2]([Cl:1])=[CH:3][CH:4]=2)[CH:29]([OH:31])[CH3:30])[CH:25]=[N:26][CH:27]=1. Procedure: The title compound was prepared following the procedures described in Reference Example 40, Step B-C, substituting 2-bromomethyl-5-chloropyridine with 4-chlorobenzyl chloride and 3-bromophenylacetone with 5-bromo-3-pyridylacetone (Step A). 1H NMR (500 MHz, CD3OD): δ 8.43 (d, 1H), 8.24 (d, 1H), 7.98 (dd, 1H), 7.17 (d, 2H), 7.07 (d, 2H), 4.04 (m, 1H), 3.16 (dd, 1H), 3.0-2.9 (m, 2H), 1.04 (d, 3H). Reactants: O1COC2=C1C=CC(=C2)CNCC2=C(N=NC(=C2CCCC)C2=CC=CC=C2)Cl (benzo[1,3]dioxol-5-ylmethyl-(5-butyl-3-chloro-6-phenyl-pyridazin-4-ylmethyl)-amine), [BH-](OC(=O)C)(OC(=O)C)OC(=O)C.[Na+] (NaBH(OAc)3), CCCCCC (Hexane), CCOC(=O)C (EtOAc). The solvent is CH2ClCH2Cl, CC(=O)O (HOAc). Run at time 45 minute. Yields the product O1COC2=C1C=CC(=C2)CN(CC2=C(N=NC(=C2CCCC)C2=CC=CC=C2)Cl)CC2=CC1=C(OCO1)C=C2 (Bis-benzo[1,3]dioxol-5-ylmethyl-(5-butyl-3-chloro-6-phenyl-pyridazin-4-ylmethyl)-amine). Reaction SMILES: [O:1]1[C:5]2[CH:6]=[CH:7][C:8]([CH2:10][NH:11][CH2:12][C:13]3[C:18]([CH2:19][CH2:20][CH2:21][CH3:22])=[C:17]([C:23]4[CH:28]=[CH:27][CH:26]=[CH:25][CH:24]=4)[N:16]=[N:15][C:14]=3[Cl:29])=[CH:9][C:4]=2[O:3][CH2:2]1.[BH-](OC(C)=O)(OC(C)=O)OC(C)=O.[Na+].[CH3:44][CH2:45][CH2:46][CH2:47][CH2:48]C.[CH3:50][CH2:51][O:52][C:53](C)=[O:54]>CC(O)=O>[O:1]1[C:5]2[CH:6]=[CH:7][C:8]([CH2:10][N:11]([CH2:48][C:47]3[CH:46]=[CH:45][C:44]4[O:54][CH2:53][O:52][C:51]=4[CH:50]=3)[CH2:12][C:13]3[C:18]([CH2:19][CH2:20][CH2:21][CH3:22])=[C:17]([C:23]4[CH:24]=[CH:25][CH:26]=[CH:27][CH:28]=4)[N:16]=[N:15][C:14]=3[Cl:29])=[CH:9][C:4]=2[O:3][CH2:2]1 |f:1.2|. Procedure details: Piperonyl (0.06 g, 0.4 mmol) is added to a solution of benzo[1,3]dioxol-5-ylmethyl-(5-butyl-3-chloro-6-phenyl-pyridazin-4-ylmethyl)-amine (0.042 g, 0.1 mmol) in CH2ClCH2Cl (5 mL) and HOAc (0.5 mL). The mixture is stirred at room temperature for 45 minutes, NaBH(OAc)3 (0.127 g, 0.6 mmol) is then added and the mixture is stirred overnight. The solvent is removed in vacuo, the residue is partitioned between saturated aqueous NaHCO3 solution (20 mL) and EtOAc (20 mL), and the organic layer is washed... The reactants are CC1(CCNCC1)C (4,4-dimethyl-piperidine), CN(C)C(=[N+](C)C)ON1C2=C(C=CC=C2)N=N1.[B-](F)(F)(F)F (TBTU), CCN(C(C)C)C(C)C (DIEA), C1(CC1)C=1C=CC(=NC1OCC1OCCC1)C(=O)O (5-cyclopropyl-6-(tetrahydro-furan-2-ylmethoxy)-pyridine-2-carboxylic acid). Product: C1(CC1)C=1C=CC(=NC1OCC1OCCC1)C(=O)N1CCC(CC1)(C)C ([5-Cyclopropyl-6-(tetrahydro-furan-2-ylmethoxy)-pyridin-2-yl]-(4,4-dimethyl-piperidin-1-yl)-methanone). As a reaction SMILES: [CH:1]1([C:4]2[CH:5]=[CH:6][C:7]([C:17]([OH:19])=O)=[N:8][C:9]=2[O:10][CH2:11][CH:12]2[CH2:16][CH2:15][CH2:14][O:13]2)[CH2:3][CH2:2]1.[CH3:20][C:21]1([CH3:27])[CH2:26][CH2:25][NH:24][CH2:23][CH2:22]1.CN(C(ON1N=NC2C=CC=CC1=2)=[N+](C)C)C.[B-](F)(F)(F)F.CCN(C(C)C)C(C)C>>[CH:1]1([C:4]2[CH:5]=[CH:6][C:7]([C:17]([N:24]3[CH2:25][CH2:26][C:21]([CH3:27])([CH3:20])[CH2:22][CH2:23]3)=[O:19])=[N:8][C:9]=2[O:10][CH2:11][CH:12]2[CH2:16][CH2:15][CH2:14][O:13]2)[CH2:2][CH2:3]1 |f:2.3|. Reported procedure: In analogy to the procedure described in Example 47 b), 5-cyclopropyl-6-(tetrahydro-furan-2-ylmethoxy)-pyridine-2-carboxylic acid (Example 4 b)) was reacted with 4,4-dimethyl-piperidine (4045-30-1) in the presence of TBTU and DIEA to obtain the title compound as colorless oil; MS (EI): m/e=359.6 [MH+]. The reactants are [Br-], CC(C)Cc1c(OCc2ccccc2)nc(COC2CCCCO2)c(OCc2ccccc2)[n+]1[O-], CCCC[N+](CCCC)(CCCC)CCCC, CO, CN(C)C=O, CCOCC, [H-], [Na+]. The product is COc1c(COC2CCCCO2)nc(OCc2ccccc2)c(CC(C)C)[n+]1[O-]. Reaction SMILES: [Br-:45].[CH2:10]([c:11]1[cH:12][cH:13][cH:14][cH:15][cH:16]1)[O:17][c:18]1[n+:19]([O-:44])[c:20]([CH2:40][CH:41]([CH3:42])[CH3:43])[c:21]([O:32][CH2:33][c:34]2[cH:35][cH:36][cH:37][cH:38][cH:39]2)[n:22][c:23]1[CH2:24][O:25][CH:26]1[O:27][CH2:28][CH2:29][CH2:30][CH2:31]1.[CH2:46]([N+:47]([CH2:48][CH2:49][CH2:50][CH3:51])([CH2:52][CH2:53][CH2:54][CH3:55])[CH2:56][CH2:57][CH2:58][CH3:59])[CH2:60][CH2:61][CH3:62].[CH3:1][OH:2].[CH3:5][N:6]([CH3:7])[CH:8]=[O:9].[CH3:63][CH2:64][O:65][CH2:66][CH3:67].[H-:3].[Na+:4]>>[CH3:10][O:17][c:18]1[n+:19]([O-:44])[c:20]([CH2:40][CH:41]([CH3:42])[CH3:43])[c:21]([O:32][CH2:33][c:34]2[cH:35][cH:36][cH:37][cH:38][cH:39]2)[n:22][c:23]1[CH2:24][O:25][CH:26]1[O:27][CH2:28][CH2:29][CH2:30][CH2:31]1. Starting materials: base, ClC=1C=CC=2N=CNC(C2N1)=O (6-chloropyrido[3,2-d]pyrimidin-4(3H)-one), O=P(Cl)(Cl)Cl (POCl3). Reaction conditions: temperature 110 celsius. The product is ClC=1C2=C(N=CN1)C=CC(=N2)Cl (4,6-dichloropyrido[3,2-d]pyrimidine). The yield is 86.3%. As a reaction SMILES: [Cl:1][C:2]1[CH:3]=[CH:4][C:5]2[N:6]=[CH:7][NH:8][C:9](=O)[C:10]=2[N:11]=1.O=P(Cl)(Cl)[Cl:15]>>[Cl:15][C:9]1[C:10]2[N:11]=[C:2]([Cl:1])[CH:3]=[CH:4][C:5]=2[N:6]=[CH:7][N:8]=1. Procedure: Huning's base (1.18 mL, 6.77 mmol) was added to a solution of 6-chloropyrido[3,2-d]pyrimidin-4(3H)-one (820 mg, 4.52 mmol) in POCl3 (8.42 mL, 90.0 mmol) at room temperature, and the reaction mixture was heated at 110° C. for 5 h. After cooled to room temperature, the excess POCl3 was removed by evaporation. Toluene was added to the residue, and the azeotrope was removed under reduced pressure. DCM was poured into the residue, and the suspension was treated carefully with aq. NaHCO3 at 0° C. to p... Reactants: CN(C)c1ccncc1, CCN(C(C)C)C(C)C, ClCCl, Cl, c1ccc2c(c1)Cn1cccc1CN2, O=C(Cl)c1ccc(-n2ccnc2)cc1. Product: O=C(c1ccc(-n2ccnc2)cc1)N1Cc2cccn2Cc2ccccc21. As a reaction SMILES: [CH3:39][N:40]([CH3:41])[c:42]1[cH:43][cH:44][n:45][cH:46][cH:47]1.[CH:15]([N:16]([CH:17]([CH3:18])[CH3:19])[CH2:20][CH3:21])([CH3:22])[CH3:23].[Cl:48][CH2:49][Cl:50].[ClH:24].[cH:1]1[cH:2][cH:3][n:4]2[c:5]1[CH2:6][NH:7][c:8]1[c:9]([cH:11][cH:12][cH:13][cH:14]1)[CH2:10]2.[n:25]1(-[c:30]2[cH:31][cH:32][c:33]([C:34](=[O:35])[Cl:36])[cH:37][cH:38]2)[cH:26][n:27][cH:28][cH:29]1>>[cH:1]1[cH:2][cH:3][n:4]2[c:5]1[CH2:6][N:7]([C:34]([c:33]1[cH:32][cH:31][c:30](-[n:25]3[cH:26][n:27][cH:28][cH:29]3)[cH:38][cH:37]1)=[O:35])[c:8]1[c:9]([cH:11][cH:12][cH:13][cH:14]1)[CH2:10]2.